Task: describe an organic reaction: reactants, conditions, products, and yield. Dataset: the Open Reaction Database (ORD), a public repository of structured organic reaction records The reactants are C(#N)CC(=O)O (cyanoacetic acid), ClCC(N)=NO (chloroacetamidoxime), C1(CCCCC1)N=C=NC1CCCCC1 (N,N'-dicyclohexylcarbodiimide). Conditions: time 1 hour. Product: ClCC1=NOC(=N1)CC#N (3-chloromethyl-5-cyanomethyl-1,2,4-oxadiazole). Yield: 55.8%. As a reaction SMILES: [C:1]([CH2:3][C:4]([OH:6])=O)#[N:2].[Cl:7][CH2:8][C:9](=[N:11]O)[NH2:10].C1(N=C=NC2CCCCC2)CCCCC1>>[Cl:7][CH2:8][C:9]1[N:11]=[C:4]([CH2:3][C:1]#[N:2])[O:6][N:10]=1. Procedure details: To a solution of 8.50 g of cyanoacetic acid and 10.1 g of chloroacetamidoxime was added 20.6 g of N,N'-dicyclohexylcarbodiimide with ice-cooling. After stirring for 1 hour at room temperature, the reaction mixture was filtered and the filtrate was concentrated in vacuo. The residue was triturated with 20 ml of ethyl acetate and the insoluble material was filtered off and washed with ethyl acetate. The filtrate was then concentrated in vacuo and the residue was dissolved in 50 ml of toluene. The ... Reactants: CN1N=CC(=C1C)C=O (1,5-dimethyl-1H-pyrazole-4-carbaldehyde), C(C)N (ethylamine). Run in C1CCOC1 (THF). Product: C(C)NCC=1C=NN(C1C)C (ethyl-(1,5-dimethyl-1H-pyrazol-4-ylmethyl)-amine). As a reaction SMILES: [CH3:1][N:2]1[C:6]([CH3:7])=[C:5]([CH:8]=O)[CH:4]=[N:3]1.[CH2:10]([NH2:12])[CH3:11]>C1COCC1>[CH2:10]([NH:12][CH2:8][C:5]1[CH:4]=[N:3][N:2]([CH3:1])[C:6]=1[CH3:7])[CH3:11]. Procedure: prepared by reaction of the commercially available 1,5-dimethyl-1H-pyrazole-4-carbaldehyde with 2M ethylamine in THF. The reactants are [N+](=O)([O-])C=1C=C(C(=O)Cl)C=CC1 (3-nitrobenzoyl chloride), N1N=NC=C1 (1,2,3-triazole), NC1=CC=CC=C1 (aniline), [O-]S(=O)S(=O)[O-].[Na+].[Na+] (Na2S2O4), O1C(=NC=C1)C=1C=C(C=CC1)[N+](=O)[O-] (3-(2-oxazolyl)nitrobenzene), C(=O)([O-])[O-].[K+].[K+] (K2CO3). Run in S1(=O)(=O)CCCC1 (sulfolane), C1CCOC1.O (THF H2O). Product: O1C(=NC=C1)C=1C=C(N)C=CC1 (3-(2-oxazolyl)aniline). As a reaction SMILES: [N+](C1C=C(C=CC=1)C(Cl)=O)([O-])=O.N1C=CN=N1.C([O-])([O-])=O.[K+].[K+].[O:24]1[CH:28]=[CH:27][N:26]=[C:25]1[C:29]1[CH:30]=[C:31]([N+:35]([O-])=O)[CH:32]=[CH:33][CH:34]=1.NC1C=CC=CC=1.[O-]S(S([O-])=O)=O.[Na+].[Na+]>S1(CCCC1)(=O)=O.C1COCC1.O>[O:24]1[CH:28]=[CH:27][N:26]=[C:25]1[C:29]1[CH:30]=[C:31]([CH:32]=[CH:33][CH:34]=1)[NH2:35] |f:2.3.4,7.8.9,11.12|. Procedure details: Following the procedure described in part E of Example 1 (R), (S)-α-[[2-[((1,1-dimethylethyl)dimethylsilyl)oxy]-2-[4-hydroxy-3-[(methylsulfonyl)amino]phenyl]ethyl]amino]-4-methoxybenzeneacetic acid was condensed with 3-(2-oxazolyl)aniline to generate the title compound. The 3-(2-oxazolyl)aniline was prepared by treating 3-nitrobenzoyl chloride sequentially with 1,2,3-triazole at 140° C. in sulfolane containing K2CO3 to generate 3-(2-oxazolyl)nitrobenzene which was reduced to the desired aniline ... The reactants are O (water), C(C1=CC=CC=C1)(=O)C1CCN(CC1)C(C)=O (1-(4-benzoylpiperidin-1-yl)ethanone), C(C1=CC=CC=C1)(=O)C1CCN(CC1)C(C)=O (1-(4-benzoylpiperidin-1-yl)ethanone), [Li]CCCC (n-BuLi), N1(N=CC=C1)C1=CC=C(CC=2C(=NC3=CC=C(C=C3C2Cl)Br)OC)C=C1 (3-(4-(1H-pyrazol-1-yl)benzyl)-6-bromo-4-chloro-2-methoxyquinoline), N1(N=CC=C1)C1=CC=C(CC=2C(=NC3=CC=C(C=C3C2Cl)Br)OC)C=C1 (3-(4-(1H-pyrazol-1-yl)benzyl)-6-bromo-4-chloro-2-methoxyquinoline). Run in C1CCOC1 (THF), C1CCOC1 (THF), C1CCOC1 (THF). Run at temperature -78 celsius, time 3 minute. The product is N1(N=CC=C1)C1=CC=C(CC=2C(=NC3=CC=C(C=C3C2Cl)C(C2CCN(CC2)C(C)=O)(C2=CC=CC=C2)O)OC)C=C1 (1-(4-((3-(4-(1H-Pyrazol-1-yl)benzyl)-4-chloro-2-methoxyquinolin-6-yl)(hydroxy)(phenyl)methyl)piperidin-1-yl)ethanone). As a reaction SMILES: [Li]CCCC.[N:6]1([C:11]2[CH:31]=[CH:30][C:14]([CH2:15][C:16]3[C:17]([O:28][CH3:29])=[N:18][C:19]4[C:24]([C:25]=3[Cl:26])=[CH:23][C:22](Br)=[CH:21][CH:20]=4)=[CH:13][CH:12]=2)[CH:10]=[CH:9][CH:8]=[N:7]1.[C:32]([CH:40]1[CH2:45][CH2:44][N:43]([C:46](=[O:48])[CH3:47])[CH2:42][CH2:41]1)(=[O:39])[C:33]1[CH:38]=[CH:37][CH:36]=[CH:35][CH:34]=1.O>C1COCC1>[N:6]1([C:11]2[CH:31]=[CH:30][C:14]([CH2:15][C:16]3[C:17]([O:28][CH3:29])=[N:18][C:19]4[C:24]([C:25]=3[Cl:26])=[CH:23][C:22]([C:32]([OH:39])([C:33]3[CH:38]=[CH:37][CH:36]=[CH:35][CH:34]=3)[CH:40]3[CH2:45][CH2:44][N:43]([C:46](=[O:48])[CH3:47])[CH2:42][CH2:41]3)=[CH:21][CH:20]=4)=[CH:13][CH:12]=2)[CH:10]=[CH:9][CH:8]=[N:7]1. Reported procedure: A solution of n-BuLi (2.5 M in hexanes, 0.208 mL, 0.333 mmol) was added dropwise by syringe to a solution of 3-(4-(1H-pyrazol-1-yl)benzyl)-6-bromo-4-chloro-2-methoxyquinoline (150 mg, 0.350 mmol, Intermediate 16) in dry THF (3.5 mL) at −78° C. After 3 minutes, a solution of 1-(4-benzoylpiperidin-1-yl)ethanone (80.9 mg, 0.350 mmol, Intermediate 52) in dry THF (3.5 mL) was added dropwise. An additional 0.5 mL of dry THF was used to quantitate the transfer. The reaction mixture was stirred for 5 mi... Reactants: FC=1C=CC(=C(C1)C1=C2C(=NC=C1C#N)N(C(=C2)I)S(=O)(=O)C2=CC=CC=C2)OC (4-(5-fluoro-2-methoxyphenyl)-2-iodo-1-(phenylsulfonyl)-1H-pyrrolo[2,3-b]pyridine-5-carbonitrile), [OH-].[Li+] (lithium hydroxide), Cl (hydrochloric acid). Reaction SMILES: [F:1][C:2]1[CH:3]=[CH:4][C:5]([O:29][CH3:30])=[C:6]([C:8]2[C:13]([C:14]#[N:15])=[CH:12][N:11]=[C:10]3[N:16](S(C4C=CC=CC=4)(=O)=O)[C:17]([I:19])=[CH:18][C:9]=23)[CH:7]=1.[OH-].[Li+].Cl>O1CCCC1.CO>[F:1][C:2]1[CH:3]=[CH:4][C:5]([O:29][CH3:30])=[C:6]([C:8]2[C:13]([C:14]#[N:15])=[CH:12][N:11]=[C:10]3[NH:16][C:17]([I:19])=[CH:18][C:9]=23)[CH:7]=1 |f:1.2|. Reported procedure: To a solution of Example 236C (3 g, 5.63 mmol) in 20 mL tetrahydrofuran and 20 mL methanol was added 2N lithium hydroxide (8.44 mL, 16.88 mmol) and the mixture was stirred at room temperature for 4 hours. The mixture was neutralized with 2N aqueous hydrochloric acid, extracted with ethyl acetate and purified by flash chromatography eluting with 0-50% ethyl acetate in heptane to afford the title compound. MS (ESI(+)) m/e 394 (M+H)+. Yields the product FC=1C=CC(=C(C1)C1=C2C(=NC=C1C#N)NC(=C2)I)OC (4-(5-fluoro-2-methoxyphenyl)-2-iodo-1H-pyrrolo[2,3-b]pyridine-5-carbonitrile). Reaction conditions: time 4 hour. The solvent is O1CCCC1 (tetrahydrofuran), CO (methanol).